This data is from the Open Reaction Database (ORD), a public repository of structured organic reaction records. The task is: describe an organic reaction: reactants, conditions, products, and yield Starting materials: P(=O)(Cl)(Cl)Cl (phosphorus oxychloride), Cl.C(CCCCC)C1=CC=C(C(=O)N)C=C1 (p-n-hexylbenzamide hydrochloride), C(C)OC(=O)C=1C(=NC(=NC1)C1=CC=C(C=C1)CCCCCC)O (2-(p-n-hexylphenyl)-4-hydroxy-5-pyrimidine carboxylic acid ethyl ester), C(C)OC(C(C(=O)OCC)=COCC)=O (ethoxymethylenemalonic acid diethyl ester), CC[O-].[Na+] (sodium ethylate), C(C)OC(=O)C=1C(=NC(=NC1)C1=CC=C(C=C1)CCCCCC)Cl (2-(p-n-hexylphenyl)-4-chloro-5-pyrimidinecarboxylic acid ethyl ester). Run in C(C)O (ethanol). The product is C(#N)C=1C=NC(=NC1)C1=CC=C(C=C1)CCCCCC (5-cyano-2-(4-n-hexylphenyl)-pyrimidine). Reaction SMILES: Cl.[CH2:2]([C:8]1[CH:16]=[CH:15][C:11]([C:12]([NH2:14])=O)=[CH:10][CH:9]=1)[CH2:3][CH2:4][CH2:5][CH2:6][CH3:7].C(OC(=O)C(=COCC)C(OCC)=O)C.CC[O-].[Na+].C(O[C:39]([C:41]1[C:42](O)=[N:43]C(C2C=CC(CCCCCC)=CC=2)=[N:45][CH:46]=1)=O)C.P(Cl)(Cl)(Cl)=O.C(OC(C1C(Cl)=NC(C2C=CC(CCCCCC)=CC=2)=NC=1)=O)C>C(O)C>[C:46]([C:41]1[CH:39]=[N:14][C:12]([C:11]2[CH:15]=[CH:16][C:8]([CH2:2][CH2:3][CH2:4][CH2:5][CH2:6][CH3:7])=[CH:9][CH:10]=2)=[N:43][CH:42]=1)#[N:45] |f:0.1,3.4|. Procedure details: The starting material can be obtained according to the procedure of A. R. Todd and F. Bergel, J. Chem. Soc. 1937, 366 from p-n-hexylbenzamide hydrochloride and ethoxymethylenemalonic acid diethyl ester with sodium ethylate in ethanol and subsequent treatment of the obtained 2-(p-n-hexylphenyl)-4-hydroxy-5-pyrimidine carboxylic acid ethyl ester (melting point 186.6°-191.0° C) with phosphorus oxychloride. The melting point of 2-(p-n-hexylphenyl)-4-chloro-5-pyrimidinecarboxylic acid ethyl ester is ... Starting materials: CC(C)(C)OC(=O)NC(CCCCNC(=O)OCC1c2ccccc2-c2ccccc21)C(=O)O, CCN(C(C)C)C(C)C, CCOC(C)=O, O=C(c1ccc(F)cc1)c1cncc(C2CCCN2)c1, CN(C)C=O, On1nnc2ccccc21. The product is CC(C)(C)OC(=O)NC(CCCCNC(=O)OCC1c2ccccc2-c2ccccc21)C(=O)N1CCCC1c1cncc(C(=O)c2ccc(F)cc2)c1. As a reaction SMILES: [C:21]([CH3:22])([CH3:23])([CH3:24])[O:25][C:26](=[O:27])[NH:28][CH:29]([C:30](=[O:31])[OH:32])[CH2:33][CH2:34][CH2:35][CH2:36][NH:37][C:38](=[O:39])[O:40][CH2:41][CH:42]1[c:43]2[cH:44][cH:45][cH:46][cH:47][c:48]2-[c:49]2[cH:50][cH:51][cH:52][cH:53][c:54]21.[CH2:55]([N:56]([CH:57]([CH3:58])[CH3:59])[CH:60]([CH3:61])[CH3:62])[CH3:63].[CH3:79][CH2:80][O:81][C:82](=[O:83])[CH3:84].[F:1][c:2]1[cH:3][cH:4][c:5]([C:8](=[O:9])[c:10]2[cH:11][n:12][cH:13][c:14]([CH:16]3[NH:17][CH2:18][CH2:19][CH2:20]3)[cH:15]2)[cH:6][cH:7]1.[O:74]=[CH:75][N:76]([CH3:77])[CH3:78].[n:64]1([OH:65])[c:66]2[cH:67][cH:68][cH:69][cH:70][c:71]2[n:72][n:73]1>>[F:1][c:2]1[cH:3][cH:4][c:5]([C:8](=[O:9])[c:10]2[cH:11][n:12][cH:13][c:14]([CH:16]3[N:17]([C:30]([CH:29]([NH:28][C:26]([O:25][C:21]([CH3:22])([CH3:23])[CH3:24])=[O:27])[CH2:33][CH2:34][CH2:35][CH2:36][NH:37][C:38](=[O:39])[O:40][CH2:41][CH:42]4[c:43]5[cH:44][cH:45][cH:46][cH:47][c:48]5-[c:49]5[cH:50][cH:51][cH:52][cH:53][c:54]54)=[O:31])[CH2:18][CH2:19][CH2:20]3)[cH:15]2)[cH:6][cH:7]1. Reactants: FC(C1=CC=C(C=C1)C1=CC=C(N=N1)CO)(F)F ([6-(4-trifluoromethyl-phenyl)-pyridazin-3-yl]-methanol), C(C)OC(C(C)(C)OC1=C(C=C(C=C1)O)C)=O (2-(4-hydroxy-2-methyl-phenoxy)-2-methyl-propionic acid ethyl ester), C(CCC)P(CCCC)CCCC (tributylphosphine), CN(C(=O)N=NC(=O)N(C)C)C (N,N,N′,N′-tetramethylazodicarboxamide). Run in C1CCOC1 (THF). Product: C(C)OC(C(C)(OC1=C(C=C(C=C1)OCC=1N=NC(=CC1)C1=CC=C(C=C1)C(F)(F)F)C)C)=O (2-Methyl-2-{2-methyl-4-[6-(4-trifluoromethyl-phenyl)-pyridazin-3-ylmethoxy]-phenoxy}-propionic acid ethyl ester). RXN SMILES: [F:1][C:2]([F:18])([F:17])[C:3]1[CH:8]=[CH:7][C:6]([C:9]2[N:14]=[N:13][C:12]([CH2:15][OH:16])=[CH:11][CH:10]=2)=[CH:5][CH:4]=1.[CH2:19]([O:21][C:22](=[O:35])[C:23]([O:26][C:27]1[CH:32]=[CH:31][C:30](O)=[CH:29][C:28]=1[CH3:34])([CH3:25])[CH3:24])[CH3:20].C(P(CCCC)CCCC)CCC.CN(C)C(N=NC(N(C)C)=O)=O>C1COCC1>[CH2:19]([O:21][C:22](=[O:35])[C:23]([CH3:25])([O:26][C:27]1[CH:32]=[CH:31][C:30]([O:16][CH2:15][C:12]2[N:13]=[N:14][C:9]([C:6]3[CH:5]=[CH:4][C:3]([C:2]([F:1])([F:17])[F:18])=[CH:8][CH:7]=3)=[CH:10][CH:11]=2)=[CH:29][C:28]=1[CH3:34])[CH3:24])[CH3:20]. Reported procedure: 0.170 g (0.669 mmol) of the above prepared [6-(4-trifluoromethyl-phenyl)-pyridazin-3-yl]-methanol and 0.163 g (0.684 mmol) of 2-(4-hydroxy-2-methyl-phenoxy)-2-methyl-propionic acid ethyl ester (described in WO 02/092590) were dissolved in 8 ml of abs. THF and treated successively at 0° C. with 0.162 g (0.800 mmol) of tributylphosphine and 0.139 g (0.804 mmol) of N,N,N′,N′-tetramethylazodicarboxamide. The cooling bath was then removed and stirring continued for one night. The reaction mixture was... Starting materials: ClC1=CC=C2C(=NN(C2=C1)C)C1=CN=C2C(=N1)C(=CN2COCC[Si](C)(C)C)C(=O)NCC2CC2 (2-(6-chloro-1-methyl-1H-indazol-3-yl)-N-(cyclopropylmethyl)-5-((2-(trimethylsilyl)ethoxy)methyl)-5H-pyrrolo[3,2-b]pyrazine-7-carboxamide), C(=O)(C(F)(F)F)O (TFA), C(CN)N (ethylenediamine). Run in ClCCl (dichloromethane). Reaction conditions: time 18 hour. The product is ClC1=CC=C2C(=NN(C2=C1)C)C1=CN=C2C(=N1)C(=CN2)C(=O)NCC2CC2 (2-(6-chloro-1-methyl-1H-indazol-3-yl)-N-(cyclopropylmethyl)-5H-pyrrolo[3,2-b]pyrazine-7-carboxamide). Isolated yield 92.7%. Reaction SMILES: [Cl:1][C:2]1[CH:10]=[C:9]2[C:5]([C:6]([C:12]3[N:17]=[C:16]4[C:18]([C:29]([NH:31][CH2:32][CH:33]5[CH2:35][CH2:34]5)=[O:30])=[CH:19][N:20](COCC[Si](C)(C)C)[C:15]4=[N:14][CH:13]=3)=[N:7][N:8]2[CH3:11])=[CH:4][CH:3]=1.C(O)(C(F)(F)F)=O.C(N)CN>ClCCl>[Cl:1][C:2]1[CH:10]=[C:9]2[C:5]([C:6]([C:12]3[N:17]=[C:16]4[C:18]([C:29]([NH:31][CH2:32][CH:33]5[CH2:34][CH2:35]5)=[O:30])=[CH:19][NH:20][C:15]4=[N:14][CH:13]=3)=[N:7][N:8]2[CH3:11])=[CH:4][CH:3]=1. Reported procedure: To a stirred solution of 2-(6-chloro-1-methyl-1H-indazol-3-yl)-N-(cyclopropylmethyl)-5-((2-(trimethylsilyl)ethoxy)methyl)-5H-pyrrolo[3,2-b]pyrazine-7-carboxamide (0.049 g, 0.096 mmol) in dichloromethane (5 mL) was added TFA (0.55 g, 0.36 mL, 4.78 mmol) at 20° C. After 18 h, the mixture was concentrated in vacuo. The residue was diluted with dichloromethane and concentrated again. The residue was then suspended in dichloromethane (5 mL) and ethylenediamine (0.29 g, 0.32 mL, 4.78 mmol) was added. ... Starting materials: C(C)(=O)O[C@H]1C(O)S[C@@H]([C@H]([C@@H]1OC(C)=O)OC(C)=O)COC(C)=O (2,3,4,6-tetra-O-acetyl-5-thio-D-glucopyranose), O.C1(=CC=C(C=C1)S(=O)(=O)O)C (p-toluenesulfonic acid monohydrate), C([O-])(O)=O.[Na+] (sodium bicarbonate). The solvent is C(Cl)(Cl)Cl (chloroform), O1CCCC=C1 (3,4-dihydro-2H-pyran). Run at time 1 hour. Product: O1C(CCCC1)C1(O)[C@H](OC(C)=O)[C@@H](OC(C)=O)[C@H](OC(C)=O)[C@H](S1)COC(C)=O (tetrahydro-2H-pyran-2-yl 2,3,4,6-tetra-O-acetyl-5-thio-D-glucopyranose). As a reaction SMILES: [C:1]([O:4][C@@H:5]1[C@@H:11]([O:12][C:13](=[O:15])[CH3:14])[C@H:10]([O:16][C:17](=[O:19])[CH3:18])[C@@H:9]([CH2:20][O:21][C:22](=[O:24])[CH3:23])[S:8][CH:6]1[OH:7])(=[O:3])[CH3:2].O.[C:26]1(C)C=[CH:30][C:29](S(O)(=O)=O)=[CH:28][CH:27]=1.C(=O)(O)[O-:38].[Na+]>C(Cl)(Cl)Cl.O1C=CCCC1>[O:38]1[CH2:30][CH2:29][CH2:28][CH2:27][CH:26]1[C:6]1([S:8][C@H:9]([CH2:20][O:21][C:22](=[O:24])[CH3:23])[C@@H:10]([O:16][C:17](=[O:19])[CH3:18])[C@H:11]([O:12][C:13](=[O:15])[CH3:14])[C@H:5]1[O:4][C:1](=[O:3])[CH3:2])[OH:7] |f:1.2,3.4|. Procedure: To a solution of 2,3,4,6-tetra-O-acetyl-5-thio-D-glucopyranose (2.0 g, 5.49 mmoL) in chloroform (40 mL), 3,4-dihydro-2H-pyran (1.5 mL, 16.5 mmoL) and p-toluenesulfonic acid monohydrate (104 mg, 0.549 mmoL) were added and stirred at room temperature for 1 hour. After addition of saturated aqueous sodium bicarbonate, the reaction mixture was extracted with chloroform, and the organic layer was washed with saturated aqueous sodium chloride and then dried over anhydrous magnesium sulfate. After filt... Reaction SMILES: [CH2:1]([CH2:2][CH2:3][CH3:4])[O:5][CH2:6][CH2:7][O:8][c:9]1[cH:10][cH:11][c:12](-[c:15]2[cH:16][cH:17][c:18]3[c:19]([cH:50]2)[CH:20]=[C:21]([C:30](=[O:31])[NH:32][c:33]2[cH:34][c:35]([CH3:49])[c:36]([S:39][CH2:40][c:41]4[cH:42][n:43][cH:44][n:45]4[CH2:46][CH2:47][CH3:48])[cH:37][cH:38]2)[CH2:22][CH2:23][CH2:24][N:25]3[CH2:26][CH:27]([CH3:28])[CH3:29])[cH:13][cH:14]1.[Cl:51][c:52]1[cH:53][cH:54][cH:55][c:56]([C:57]([O:58][OH:60])=[O:59])[cH:61]1.[Cl:62][CH2:63][Cl:64]>>[CH2:1]([CH2:2][CH2:3][CH3:4])[O:5][CH2:6][CH2:7][O:8][c:9]1[cH:10][cH:11][c:12](-[c:15]2[cH:16][cH:17][c:18]3[c:19]([cH:50]2)[CH:20]=[C:21]([C:30](=[O:31])[NH:32][c:33]2[cH:34][c:35]([CH3:49])[c:36]([S:39]([CH2:40][c:41]4[cH:42][n:43][cH:44][n:45]4[CH2:46][CH2:47][CH3:48])=[O:59])[cH:37][cH:38]2)[CH2:22][CH2:23][CH2:24][N:25]3[CH2:26][CH:27]([CH3:28])[CH3:29])[cH:13][cH:14]1. Reactants: CCCCOCCOc1ccc(-c2ccc3c(c2)C=C(C(=O)Nc2ccc(SCc4cncn4CCC)c(C)c2)CCCN3CC(C)C)cc1, O=C(OO)c1cccc(Cl)c1, ClCCl. The product is CCCCOCCOc1ccc(-c2ccc3c(c2)C=C(C(=O)Nc2ccc(S(=O)Cc4cncn4CCC)c(C)c2)CCCN3CC(C)C)cc1. Starting materials: N1C=NC=C1 (imidazole), CS(=O)(=O)OCCCCCC1=CC=C(C=C1)OCC=1N=C(OC1)\C=C\C1=CC=CC=C1 (5-[4-[2-[(E)-2-phenylethenyl]-4-oxazolylmethoxy]phenyl]pentyl methanesulfonate). Yields the product N1(C=NC=C1)CCCCCC1=CC=C(OCC=2N=C(OC2)\C=C\C2=CC=CC=C2)C=C1 (4-[4-[5-(1-imidazolyl)pentyl]phenoxymethyl]-2-[(E)-2-phenylethenyl]oxazole). Isolated yield 66.0%. Reaction SMILES: [NH:1]1[CH:5]=[CH:4][N:3]=[CH:2]1.CS(O[CH2:11][CH2:12][CH2:13][CH2:14][CH2:15][C:16]1[CH:21]=[CH:20][C:19]([O:22][CH2:23][C:24]2[N:25]=[C:26](/[CH:29]=[CH:30]/[C:31]3[CH:36]=[CH:35][CH:34]=[CH:33][CH:32]=3)[O:27][CH:28]=2)=[CH:18][CH:17]=1)(=O)=O>>[N:1]1([CH2:11][CH2:12][CH2:13][CH2:14][CH2:15][C:16]2[CH:21]=[CH:20][C:19]([O:22][CH2:23][C:24]3[N:25]=[C:26](/[CH:29]=[CH:30]/[C:31]4[CH:32]=[CH:33][CH:34]=[CH:35][CH:36]=4)[O:27][CH:28]=3)=[CH:18][CH:17]=2)[CH:5]=[CH:4][N:3]=[CH:2]1. Reported procedure: In substantially the same manner as in Working Example 8, imidazole was allowed to react with 5-[4-[2-[(E)-2-phenylethenyl]-4-oxazolylmethoxy]phenyl]pentyl methanesulfonate to give 4-[4-[5-(1-imidazolyl)pentyl]phenoxymethyl]-2-[(E)-2-phenylethenyl]oxazole. The yield was 66%. Recrystallization from ethyl acetate-hexane gave colorless prisms, mp 101-102° C.